Dataset: the Open Reaction Database (ORD), a public repository of structured organic reaction records. Task: describe an organic reaction: reactants, conditions, products, and yield Starting materials: COc1cc(F)c(I)cc1OC(C)=O, C1CCOC1, CO, [Na+], [OH-], O=C(O)CC(O)(CC(=O)O)C(=O)O. Product: COc1cc(F)c(I)cc1O. As a reaction SMILES: [C:1](=[O:2])([CH3:3])[O:4][c:5]1[c:6]([O:13][CH3:14])[cH:7][c:8]([F:12])[c:9]([I:11])[cH:10]1.[CH2:30]1[O:31][CH2:32][CH2:33][CH2:34]1.[CH3:35][OH:36].[Na+:16].[OH-:15].[OH:17][C:18]([CH2:19][C:20]([C:21](=[O:22])[OH:23])([CH2:24][C:25](=[O:26])[OH:27])[OH:28])=[O:29]>>[OH:4][c:5]1[c:6]([O:13][CH3:14])[cH:7][c:8]([F:12])[c:9]([I:11])[cH:10]1. The reactants are CC(C)(OC(=O)NN(C)C(=O)OCC1=CC=CC=C1)C (1-[(1,1-dimethylethoxy)carbonyl]-2-[(phenylmethoxy)carbonyl]-2-methylhydrazine), Cl (hydrochloric acid). Reagents/catalysts: [Pd] (palladium-on-charcoal). Run in CO (methanol). Yields the product CC(C)(OC(=O)NNC)C (1-[(1,1-Dimethylethoxy)carbonyl]-2-methylhydrazine). The yield is 71.6%. Reaction SMILES: [CH3:1][C:2]([CH3:20])([O:4][C:5]([NH:7][N:8](C(OCC1C=CC=CC=1)=O)[CH3:9])=[O:6])[CH3:3].Cl>CO.[Pd]>[CH3:1][C:2]([CH3:20])([O:4][C:5]([NH:7][NH:8][CH3:9])=[O:6])[CH3:3]. Reported procedure: A solution of 1-[(1,1-dimethylethoxy)carbonyl]-2-[(phenylmethoxy)carbonyl]-2-methylhydrazine (15.0 g, 53. mmole) in 100 ml of methanol containing 4.9 ml of concentrated hydrochloric acid was hydrogenated at 1 atm in the presence of 3.0 g of 10% palladium-on-charcoal catalyst for 1 hour. The catalyst was filtered and the solvents were removed in vacuo. The residue was dissolved in water, the pH adjusted to 8.0 with sodium hydroxide and the mixture was extracted with ethyl acetate. The organic pha...